Dataset: the Open Reaction Database (ORD), a public repository of structured organic reaction records. Task: describe an organic reaction: reactants, conditions, products, and yield The reactants are C(C)OC(C(CC(C)(C)C1=CC(=CC=C1)F)=O)=O (4-(3-fluorophenyl)-4-methyl-2-oxovaleric acid-ethyl ester), [F-].C(CCC)[N+](CCCC)(CCCC)CCCC (tetrabutylammonium fluoride), C([O-])([O-])=O.[Cs+].[Cs+] (cesium carbonate), FC(F)(F)[Si](C)(C)C (trifluoromethyl(trimethyl)-silane), S(O)(O)(=O)=O (sulfuric acid). The solvent is O1CCCC1 (tetrahydrofuran), C(C)(=O)OCC (ethyl acetate), CN(C=O)C (dimethylformamide). Run at temperature 0 celsius, time 1 hour. The product is C(C)OC(C(CC(C)(C)C1=CC(=CC=C1)F)(C(F)(F)F)O)=O (4-(3-fluorophenyl)-2-hydroxy-4-methyl-2-trifluoromethylvaleric acid-ethyl ester). As a reaction SMILES: [CH2:1]([O:3][C:4](=[O:18])[C:5](=[O:17])[CH2:6][C:7]([C:10]1[CH:15]=[CH:14][CH:13]=[C:12]([F:16])[CH:11]=1)([CH3:9])[CH3:8])[CH3:2].C(=O)([O-])[O-].[Cs+].[Cs+].[F:25][C:26]([Si](C)(C)C)([F:28])[F:27].[F-].C([N+](CCCC)(CCCC)CCCC)CCC.S(=O)(=O)(O)O>CN(C)C=O.O1CCCC1.C(OCC)(=O)C>[CH2:1]([O:3][C:4](=[O:18])[C:5]([OH:17])([C:26]([F:28])([F:27])[F:25])[CH2:6][C:7]([C:10]1[CH:15]=[CH:14][CH:13]=[C:12]([F:16])[CH:11]=1)([CH3:9])[CH3:8])[CH3:2] |f:1.2.3,5.6|. Procedure: 5.3 g of 4-(3-fluorophenyl)-4-methyl-2-oxovaleric acid-ethyl ester in 60 ml of dimethylformamide is combined at 0° C. with 3.25 g of cesium carbonate and 4.63 ml of trifluoromethyl(trimethyl)-silane. After 1 hour at 0° C. and 16 hours at room temperature, it is cooled again to 0° C. and mixed with 20 ml of a 1 M tetrabutylammonium fluoride solution in tetrahydrofuran. After 30 minutes at 0° C., 2N sulfuric acid and ethyl acetate are added to it, the ethyl acetate phase is washed with water, drie... Reactants: ClC=1C=C(CO)C=CC1Cl (3,4-dichlorobenzyl alcohol), BrCC=1C=C(C=CC1OC)CC(C(=O)[O-])OC(C)C (3-[3-(bromomethyl)-4-methoxyphenyl]-2-isopropoxypropanoate). Product: ClC=1C=C(COCC=2C=C(C=CC2OC)CC(C(=O)O)OC(C)C)C=CC1Cl (3-(3-[(3,4-dichlorobenzyl)oxy]methyl-4-methoxyphenyl)-2-isopropoxypropanoic acid). Reaction SMILES: [Cl:1][C:2]1[CH:3]=[C:4]([CH:7]=[CH:8][C:9]=1[Cl:10])[CH2:5][OH:6].Br[CH2:12][C:13]1[CH:14]=[C:15]([CH2:21][CH:22]([O:26][CH:27]([CH3:29])[CH3:28])[C:23]([O-:25])=[O:24])[CH:16]=[CH:17][C:18]=1[O:19][CH3:20]>>[Cl:1][C:2]1[CH:3]=[C:4]([CH:7]=[CH:8][C:9]=1[Cl:10])[CH2:5][O:6][CH2:12][C:13]1[CH:14]=[C:15]([CH2:21][CH:22]([O:26][CH:27]([CH3:29])[CH3:28])[C:23]([OH:25])=[O:24])[CH:16]=[CH:17][C:18]=1[O:19][CH3:20]. Procedure: Using 3,4-dichlorobenzyl alcohol and 3-[3-(bromomethyl)-4-methoxyphenyl]-2-isopropoxypropanoate, 3-(3-[(3,4-dichlorobenzyl)oxy]methyl-4-methoxyphenyl)-2-isopropoxypropanoic acid was obtained in the same method as in Example 247). Reactants: C1CCOC1, CC1(C)CC2(CC(C)(C)C1=O)OCCO2, Cl. The product is CC1(C)CC(=O)CC(C)(C)C1=O. As a reaction SMILES: [CH2:17]1[O:18][CH2:19][CH2:20][CH2:21]1.[CH3:1][C:2]1([CH3:15])[CH2:3][C:4]2([O:5][CH2:8][CH2:7][O:6]2)[CH2:9][C:10]([CH3:13])([CH3:14])[C:11]1=[O:12].[ClH:16]>>[CH3:1][C:2]1([CH3:15])[CH2:3][C:4](=[O:5])[CH2:9][C:10]([CH3:13])([CH3:14])[C:11]1=[O:12].